describe an organic reaction: reactants, conditions, products, and yield From a dataset of the Open Reaction Database (ORD), a public repository of structured organic reaction records. Starting materials: [OH-].[NH4+] (Ammonium hydroxide), NC1=C(C(=O)O)C(=CC=C1)Cl (2-amino-6-chlorobenzoic acid), CN1CCOCC1 (4-methylmorpholine), C=1C=CC2=C(C1)N=NN2O (HOBT), CCN=C=NCCCN(C)C.Cl (EDCl). Solvent: C1CCOC1 (THF). Run at time 30 minute. Product: NC1=C(C(=O)N)C(=CC=C1)Cl (2-amino-6-chlorobenzamide). Reaction SMILES: [NH2:1][C:2]1[CH:10]=[CH:9][CH:8]=[C:7]([Cl:11])[C:3]=1[C:4](O)=[O:5].C[N:13]1CCOCC1.C1C=CC2N(O)N=NC=2C=1.CCN=C=NCCCN(C)C.Cl.[OH-].[NH4+]>C1COCC1>[NH2:1][C:2]1[CH:10]=[CH:9][CH:8]=[C:7]([Cl:11])[C:3]=1[C:4]([NH2:13])=[O:5] |f:3.4,5.6|. Procedure details: To a solution of 2-amino-6-chlorobenzoic acid (2.00 g, 11.65 mmol) in anhydrous THF (20 mL) were added 4-methylmorpholine (1.40 mL, 12.82 mmol), HOBT (1.73 g, 12.82 mmol), and EDCl (2.45 g, 12.82 mmol); the reaction mixture was stirred at room temperature for 30 minutes. 50% (v/v) Ammonium hydroxide solution (10 mL, 132.0 mmol) was added and the mixture was stirred at room temperature for 23 hours. Solvent was evaporated to about 20 mL, poured into aqueous NaHCO3 solution (200 mL) and extracted ... The reactants are FC(S(=O)(=O)OC1=C(C=CC(=C1)OC)CC1=CC(=CC=C1)OC)(F)F (5-methoxy-2-(3-methoxybenzyl)phenyl trifluoromethanesulfonate), C(C1=CC=CC=C1)OC1=CC=C(C=C1)B(O)O (4-benzyloxyphenylboronic acid), C(C1=CC=CC=C1)OC1=CC=C(C=C1)C1=C(C=CC(=C1)OC)CC1=CC(=CC=C1)OC (4′-benzyloxy-5-methoxy-2-(3-methoxybenzyl)biphenyl). Yields the product COC=1C=CC(=C(C1)C1=CC=C(C=C1)O)CC1=CC(=CC=C1)OC (5′-Methoxy-2′-(3-methoxybenzyl)biphenyl-4-ol). The yield is 64.5%. RXN SMILES: FC(F)(F)S(OC1C=C(OC)C=CC=1CC1C=CC=C(OC)C=1)(=O)=O.C(OC1C=CC(B(O)O)=CC=1)C1C=CC=CC=1.C([O:50][C:51]1[CH:56]=[CH:55][C:54]([C:57]2[CH:62]=[C:61]([O:63][CH3:64])[CH:60]=[CH:59][C:58]=2[CH2:65][C:66]2[CH:71]=[CH:70][CH:69]=[C:68]([O:72][CH3:73])[CH:67]=2)=[CH:53][CH:52]=1)C1C=CC=CC=1>>[CH3:64][O:63][C:61]1[CH:60]=[CH:59][C:58]([CH2:65][C:66]2[CH:71]=[CH:70][CH:69]=[C:68]([O:72][CH3:73])[CH:67]=2)=[C:57]([C:54]2[CH:53]=[CH:52][C:51]([OH:50])=[CH:56][CH:55]=2)[CH:62]=1. Reported procedure: Synthesized from 5-methoxy-2-(3-methoxybenzyl)phenyl trifluoromethanesulfonate and 4-benzyloxyphenylboronic acid according to an analogous synthetic method to Example 24, 4′-benzyloxy-5-methoxy-2-(3-methoxybenzyl)biphenyl (332 mg) was used according to an analogous synthetic method to Example 22 to provide the title compound (167 mg). Reactants: C(C)OC(C(C(C1=CC=C(C2=CC=CC=C12)OCCCC=1N=C(OC1C)C1=CC=C(C=C1)OC)O)OC)=O (3-hydroxy-2-methoxy-3-(4-{3-[2-(4-methoxy-phenyl)-5-methyl-oxazol-4-yl]-propoxy}-naphthalen-1-yl)-propionic acid ethyl ester), C(C)[SiH](CC)CC (triethylsilane), ice AcOEt NaHCO3. The solvent is FC(C(=O)O)(F)F (trifluoroacetic acid). Reaction conditions: time 4 hour. Yields the product C(C)OC(C(CC1=CC=C(C2=CC=CC=C12)OCCCC=1N=C(OC1C)C1=CC=C(C=C1)OC)OC)=O ([rac]-2-Methoxy-3-(4-{3-[2-(4-methoxy-phenyl)-5-methyl-oxazol-4-yl]-propoxy}-naphthalen-1-yl)-propionic acid ethyl ester). Yield: 64.5%. RXN SMILES: [CH2:1]([O:3][C:4](=[O:38])[CH:5]([O:36][CH3:37])[CH:6](O)[C:7]1[C:16]2[C:11](=[CH:12][CH:13]=[CH:14][CH:15]=2)[C:10]([O:17][CH2:18][CH2:19][CH2:20][C:21]2[N:22]=[C:23]([C:27]3[CH:32]=[CH:31][C:30]([O:33][CH3:34])=[CH:29][CH:28]=3)[O:24][C:25]=2[CH3:26])=[CH:9][CH:8]=1)[CH3:2].C([SiH](CC)CC)C>FC(F)(F)C(O)=O>[CH2:1]([O:3][C:4](=[O:38])[CH:5]([O:36][CH3:37])[CH2:6][C:7]1[C:16]2[C:11](=[CH:12][CH:13]=[CH:14][CH:15]=2)[C:10]([O:17][CH2:18][CH2:19][CH2:20][C:21]2[N:22]=[C:23]([C:27]3[CH:28]=[CH:29][C:30]([O:33][CH3:34])=[CH:31][CH:32]=3)[O:24][C:25]=2[CH3:26])=[CH:9][CH:8]=1)[CH3:2]. Procedure details: 0.228 g of the above prepared 3-hydroxy-2-methoxy-3-(4-{3-[2-(4-methoxy-phenyl)-5-methyl-oxazol-4-yl]-propoxy}-naphthalen-1-yl)-propionic acid ethyl ester (0.44 mmol) was dissolved in 2.3 ml of trifluoroacetic acid, treated at 0° with 0.697 ml of triethylsilane (10 eq.) and then kept for 4 h at 0°. The reaction mixture was then poured onto crashed ice/AcOEt/NaHCO3, the organic layer washed twice with water, dried over sodium sulfate, and evaporated to dryness. Flash chromatography (SiO2, hexane/... Procedure details: If steps 1.1 and 1.2 according to Example 1 are carried out analogously with furan-2-carbaldehyde as “E1”, 2-(6-amino-4-furan-2-yl-3,5-dicyanopyridin-2-ylsulfanyl)acetamide (“2a”) is obtained. “2a” is subsequently reacted analogously to steps 2.1 to 2.3 according to Example 2, using 3-pyrrolidin-1-ylpropylamine as “E2” in step 2.2. 3-Amino-5-cyano-4-furan-2-yl-6-(3-pyrrolidin-1-ylpropylamino)thieno[2,3-b]pyridine-2-carboxamide “A51” is obtained. Yields the product NC1=C(SC2=NC(=C(C(=C21)C=2OC=CC2)C#N)NCCCN2CCCC2)C(=O)N (3-Amino-5-cyano-4-furan-2-yl-6-(3-pyrrolidin-1-ylpropylamino)thieno[2,3-b]pyridine-2-carboxamide). RXN SMILES: [NH2:1][C:2]1[N:7]=[C:6]([S:8][CH2:9][C:10]([NH2:12])=[O:11])[C:5]([C:13]#[N:14])=[C:4]([C:15]2[O:16][CH:17]=[CH:18][CH:19]=2)[C:3]=1[C:20]#[N:21].[N:22]1([CH2:27][CH2:28][CH2:29]N)[CH2:26][CH2:25][CH2:24][CH2:23]1>>[NH2:14][C:13]1[C:5]2[C:6](=[N:7][C:2]([NH:1][CH2:29][CH2:28][CH2:27][N:22]3[CH2:26][CH2:25][CH2:24][CH2:23]3)=[C:3]([C:20]#[N:21])[C:4]=2[C:15]2[O:16][CH:17]=[CH:18][CH:19]=2)[S:8][C:9]=1[C:10]([NH2:12])=[O:11]. Starting materials: NC1=C(C(=C(C(=N1)SCC(=O)N)C#N)C=1OC=CC1)C#N (2-(6-amino-4-furan-2-yl-3,5-dicyanopyridin-2-ylsulfanyl)acetamide), N1(CCCC1)CCCN (3-pyrrolidin-1-ylpropylamine), E2. Starting materials: CC(=O)OC(C)=O, CN(C)c1ccncc1, Nc1cc(-c2c(-c3ccccc3)c3cc(Cl)ccc3[nH]c2=O)on1, CN(C)C=O, Cc1cccc(C)n1. Product: CC(=O)Nc1cc(-c2c(-c3ccccc3)c3cc(Cl)ccc3[nH]c2=O)on1. RXN SMILES: [CH3:25][C:26](=[O:27])[O:28][C:29](=[O:30])[CH3:31].[CH3:40][N:41]([c:42]1[cH:43][cH:44][n:45][cH:46][cH:47]1)[CH3:48].[NH2:1][c:2]1[n:3][o:4][c:5](-[c:7]2[c:8](=[O:24])[nH:9][c:10]3[cH:11][cH:12][c:13]([Cl:23])[cH:14][c:15]3[c:16]2-[c:17]2[cH:18][cH:19][cH:20][cH:21][cH:22]2)[cH:6]1.[O:49]=[CH:50][N:51]([CH3:52])[CH3:53].[n:32]1[c:33]([CH3:34])[cH:35][cH:36][cH:37][c:38]1[CH3:39]>>[NH:1]([c:2]1[n:3][o:4][c:5](-[c:7]2[c:8](=[O:24])[nH:9][c:10]3[cH:11][cH:12][c:13]([Cl:23])[cH:14][c:15]3[c:16]2-[c:17]2[cH:18][cH:19][cH:20][cH:21][cH:22]2)[cH:6]1)[C:26]([CH3:25])=[O:27]. Reactants: CC(=CC(=O)OCCOc1ccccc1)CBr, C=CC(=O)O, CO, [Cl-]. The product is COCC(C)=CC(=O)OCCOc1ccccc1. As a reaction SMILES: [Br:1][CH2:2][C:3](=[CH:4][C:5](=[O:6])[O:7][CH2:8][CH2:9][O:10][c:11]1[cH:12][cH:13][cH:14][cH:15][cH:16]1)[CH3:17].[C:19]([OH:20])([CH:21]=[CH2:23])=[O:22].[CH3:24][OH:25].[Cl-:18]>>[CH2:2]([C:3](=[CH:4][C:5](=[O:6])[O:7][CH2:8][CH2:9][O:10][c:11]1[cH:12][cH:13][cH:14][cH:15][cH:16]1)[CH3:17])[O:22][CH3:19]. The reactants are N1=CC=CC=C1 (pyridine), OCCNC(OCC1=CC=C(C=C1)OC(C)=O)=O (4-Acetoxybenzyl 2-hydroxyethylcarbamate). Reagents/catalysts: [O-2].[O-2].[O-2].[Cr+6] (chromium trioxide). The solvent is C(Cl)Cl (CH2Cl2), C(Cl)Cl (CH2Cl2). Run at time 1 hour. Product: C(=O)CNC(OCC1=CC=C(C=C1)OC(C)=O)=O (4-Acetoxybenzyl formylmethylcarbamate). RXN SMILES: N1C=CC=CC=1.[OH:7][CH2:8][CH2:9][NH:10][C:11](=[O:24])[O:12][CH2:13][C:14]1[CH:19]=[CH:18][C:17]([O:20][C:21](=[O:23])[CH3:22])=[CH:16][CH:15]=1>C(Cl)Cl.[O-2].[O-2].[O-2].[Cr+6]>[CH:8]([CH2:9][NH:10][C:11](=[O:24])[O:12][CH2:13][C:14]1[CH:19]=[CH:18][C:17]([O:20][C:21](=[O:23])[CH3:22])=[CH:16][CH:15]=1)=[O:7] |f:3.4.5.6|. Procedure: A solution of pyridine (1.15 mL) in 20 mL of CH2Cl2 was cooled in an ice bath and chromium trioxide (711 mg) was added in one portion. The mixture was stirred at the same temperature for 5 min and at room temperature for 1 h. A solution of 62 (300 mg, 1.18 mmol) in 10 mL of CH2Cl2 was added in one portion and the mixture was stirred for 45 min at room temperature. The solution was decanted, diluted with 100 mL of CH2Cl2 and washed with aqueous NaHCO3 (2×75 mL), saturated NaCl (1×75 mL), dried ov... Starting materials: C(=O)(OCC1=CC=CC=C1)N1[C@H](C(=O)O)CCC1 (N-Cbz-L-proline), CSC (dimethyl sulfide). The solvent is C1CCOC1 (THF). Reaction conditions: temperature 0 celsius, time 16 hour. Yields the product C(=O)(OCC1=CC=CC=C1)N1[C@H](CO)CCC1 (N-Cbz-L-prolinol). Yield: 98.0%. As a reaction SMILES: [C:1]([N:11]1[CH2:18][CH2:17][CH2:16][C@H:12]1[C:13](O)=[O:14])([O:3][CH2:4][C:5]1[CH:10]=[CH:9][CH:8]=[CH:7][CH:6]=1)=[O:2].CSC>C1COCC1>[C:1]([N:11]1[CH2:18][CH2:17][CH2:16][C@H:12]1[CH2:13][OH:14])([O:3][CH2:4][C:5]1[CH:10]=[CH:9][CH:8]=[CH:7][CH:6]=1)=[O:2]. Reported procedure: A 21.56 g (86.55 mmol) sample of the compound from step 24a above was dissolved in 200 mL of THF, and the solution was cooled to 0° C. BH3 -dimethyl sulfide (86.5 mL, 2N) was added dropwise under a nitrogen atmosphere. The reaction was stirred at room temperature for 16 hr, then cooled to 0° C. and quenched by careful addition of 10% acetic acid in methanol. The mixture was reduced in volume on a rotary evaporator, and the concentrate was dissolved in ethyl acetate, which was washed successively... Reaction SMILES: O.[P:2]([O-:6])([O-:5])([O-:4])=[O:3].[K+:7].[K+].[K+].[Ca:10].P([O-])([O-])([O-])=[O:12].[C:16]([OH:19])(=[O:18])[CH3:17]>>[OH2:3].[C:16]([O-:19])(=[O:18])[CH3:17].[Ca+2:10].[C:16]([O-:19])(=[O:18])[CH3:17].[OH2:12].[P:2]([O-:6])([O-:5])([O-:4])=[O:3].[K+:7].[K+:7].[K+:7] |f:0.1.2.3.4,8.9.10.11,12.13.14.15.16|. Reactants: P(=O)([O-])([O-])[O-] (phosphate), [Ca] (calcium), C(C)(=O)O (acetic acid), [Ca] (calcium), C(C)(=O)O (acetic acid), P(=O)([O-])([O-])[O-] (phosphate), O.P(=O)([O-])([O-])[O-].[K+].[K+].[K+] (potassium orthophosphate hydrate), solution, [Ca] (calcium). Reported procedure: Calcium acetate hydrate and potassium orthophosphate hydrate solutions were prepared as described in Example 1. The potassium orthophosphate hydrate solution was divided in half and acetic acid was added to one of the two portions until the pH of the solution was 7.4 (volume depends on total solution volume, for example 500 mL solution needs about 23 mL of glacial acetic acid). Proportional amounts of each of the three solutions were then measured out to create a calcium to phosphate ratio of 1.... The product is O.C(C)(=O)[O-].[Ca+2].C(C)(=O)[O-] (Calcium acetate hydrate), O.P(=O)([O-])([O-])[O-].[K+].[K+].[K+] (potassium orthophosphate hydrate).